Dataset: the Open Reaction Database (ORD), a public repository of structured organic reaction records. Task: describe an organic reaction: reactants, conditions, products, and yield Reactants: C(C)NC=1C(=NC=CC1)N1CCN(CC1)C(=O)C1=NC=C(C(=O)O)C=C1 (6-[1-[3-(ethylamino)-2-pyridyl]piperazin-4-yl-carbonyl]nicotinic acid), NCC1=NC=CC=C1 (2-(aminomethyl)pyridine). Yields the product C(C)NC=1C(=NC=CC1)N1CCN(CC1)C(=O)C1=NC=C(C(=O)NCC2=NC=CC=C2)C=C1 (6-[1-[3-(ethylamino)-2-pyridyl]piperazin-4-yl-carbonyl]-N-(2-pyridylmethyl)nicotinamide). Isolated yield 70.0%. RXN SMILES: [CH2:1]([NH:3][C:4]1[C:5]([N:10]2[CH2:15][CH2:14][N:13]([C:16]([C:18]3[CH:26]=[CH:25][C:21]([C:22]([OH:24])=O)=[CH:20][N:19]=3)=[O:17])[CH2:12][CH2:11]2)=[N:6][CH:7]=[CH:8][CH:9]=1)[CH3:2].[NH2:27][CH2:28][C:29]1[CH:34]=[CH:33][CH:32]=[CH:31][N:30]=1>>[CH2:1]([NH:3][C:4]1[C:5]([N:10]2[CH2:15][CH2:14][N:13]([C:16]([C:18]3[CH:26]=[CH:25][C:21]([C:22]([NH:27][CH2:28][C:29]4[CH:34]=[CH:33][CH:32]=[CH:31][N:30]=4)=[O:24])=[CH:20][N:19]=3)=[O:17])[CH2:12][CH2:11]2)=[N:6][CH:7]=[CH:8][CH:9]=1)[CH3:2]. Procedure details: By the same procedure as described in the example 73, synthesis was carried out starting with 6-[1-[3-(ethylamino)-2-pyridyl]piperazin-4-yl-carbonyl]nicotinic acid and using 2-(aminomethyl)pyridine. And then, the product was chromatographed on column (hexane/methylene chloride/ethyl acetate=2/1/1, v/v/v) and crystallized with ether to give a desired compound.